Dataset: the Open Reaction Database (ORD), a public repository of structured organic reaction records. Task: describe an organic reaction: reactants, conditions, products, and yield Reactants: CC1(C(O1)C(=O)OCC)C (ethyl 3,3-dimethyloxirane-2-carboxylate), Tosic acid monohydrate. The solvent is C1=CC=CC=C1 (benzene), C1=CC=CC=C1 (benzene). Run at temperature 81 celsius. The product is OC(C(=O)OCC)C(=C)C (Ethyl 2-hydroxy-3-methylbut-3-enoate). The yield is 77.8%. As a reaction SMILES: [CH3:1][C:2]1([CH3:10])[O:4][CH:3]1[C:5]([O:7][CH2:8][CH3:9])=[O:6]>C1C=CC=CC=1>[OH:4][CH:3]([C:2]([CH3:10])=[CH2:1])[C:5]([O:7][CH2:8][CH3:9])=[O:6]. Reported procedure: Tosic acid monohydrate (0.132 g, 0.694 mmol) was dehydrated by aezotropic destillation with benzene (3×10 ml) in a rotary evaporator flushed with nitrogen. Thereafter benzene (100 ml) and ethyl 3,3-dimethyloxirane-2-carboxylate (1 g, 6.94 mmol) were added and the resulting mixture was stirred at reflux (81° C.) overnight. The clear reaction mixture was then cooled to room temperature, cooled to 4° C. for a couple of hours, and then filtered over a glass filter to remove the crystallized tosic ac... Reactants: CO, COC(=O)C1CC1C(=O)OC(C)(C)C, [K+], [OH-]. Reaction SMILES: [CH3:17][OH:18].[CH3:1][O:2][C:3](=[O:4])[CH:5]1[CH:6]([C:8](=[O:9])[O:10][C:11]([CH3:12])([CH3:13])[CH3:14])[CH2:7]1.[K+:16].[OH-:15]>>[O:2]=[C:3]([OH:4])[CH:5]1[CH:6]([C:8](=[O:9])[O:10][C:11]([CH3:12])([CH3:13])[CH3:14])[CH2:7]1. Yields the product CC(C)(C)OC(=O)C1CC1C(=O)O. Reactants: IC1=C2CCN3C(C2=CC=C1)=CC(NCC3=O)=O (9-iodo-3,4,7,8-tetrahydro-[1,4]diazepino[7,1-a]isoquinoline-2,5-dione), C(CCC)[Sn](C(=C)OCC)(CCCC)CCCC (tributyl(1-ethoxyvinyl)stannane), C(=O)(O)[O-].[Na+] (NaHCO3), aqueous solution, Cl (HCl). Reagents/catalysts: C=1C=CC(=CC1)[P](C=2C=CC=CC2)(C=3C=CC=CC3)[Pd]([P](C=4C=CC=CC4)(C=5C=CC=CC5)C=6C=CC=CC6)([P](C=7C=CC=CC7)(C=8C=CC=CC8)C=9C=CC=CC9)[P](C=1C=CC=CC1)(C=1C=CC=CC1)C=1C=CC=CC1 (Pd(PPh3)4). Run in O1CCOCC1 (dioxane), C1CCOC1 (THF). Reaction conditions: temperature 140 celsius, time 1 hour. Product: C(C)(=O)C1=C2CCN3C(C2=CC=C1)=CC(NCC3=O)=O (9-acetyl-3,4,7,8-tetrahydro-[1,4]diazepino[7,1-a]isoquinoline-2,5-dione). Yield: 69.6%. Reaction SMILES: I[C:2]1[CH:11]=[CH:10][CH:9]=[C:8]2[C:3]=1[CH2:4][CH2:5][N:6]1[C:16](=[O:17])[CH2:15][NH:14][C:13](=[O:18])[CH:12]=[C:7]12.C([Sn](CCCC)(CCCC)[C:24]([O:26]CC)=[CH2:25])CCC.Cl.C([O-])(O)=O.[Na+]>O1CCOCC1.C1COCC1.C1C=CC([P]([Pd]([P](C2C=CC=CC=2)(C2C=CC=CC=2)C2C=CC=CC=2)([P](C2C=CC=CC=2)(C2C=CC=CC=2)C2C=CC=CC=2)[P](C2C=CC=CC=2)(C2C=CC=CC=2)C2C=CC=CC=2)(C2C=CC=CC=2)C2C=CC=CC=2)=CC=1>[C:24]([C:2]1[CH:11]=[CH:10][CH:9]=[C:8]2[C:3]=1[CH2:4][CH2:5][N:6]1[C:16](=[O:17])[CH2:15][NH:14][C:13](=[O:18])[CH:12]=[C:7]12)(=[O:26])[CH3:25] |f:3.4,^1:57,59,78,97|. Procedure: 100-1. A mixture of 9-iodo-3,4,7,8-tetrahydro-[1,4]diazepino[7,1-a]isoquinoline-2,5-dione (150 mg, 0.42 mmol), tributyl(1-ethoxyvinyl)stannane (153 mg, 0.42 mmol) and Pd(PPh3)4 (49 mg, 0.04 mmol) in dioxane (3 mL) was heated to 140° C. for 2 h in a microwave reactor. The mixture was then concentrated in vacuo and the residue obtained was purified by flash chromatography (SiO2, heptane to AcOEt to AcOEt/MeOH 85:15) afforded the compound obtained was taken up in THF (20 mL) and treated with a 2M a...